This data is from the Open Reaction Database (ORD), a public repository of structured organic reaction records. The task is: describe an organic reaction: reactants, conditions, products, and yield Procedure: 4-{[6-(4-Fluoro-phenyl)-4-(1-trifluoromethyl-cyclopropylamino)-pyrido[3,2-d]pyrimidin-2-ylamino]-methyl}-3-trifluoromethyl-benzenesulfonamide; 2-Chloro-4-{[6-(4-fluoro-phenyl)-4-(1-trifluoromethyl-cyclopropylamino)-pyrido[3,2-d]pyrimidin-2-ylamino]-methyl}-benzenesulfonamide; 2-Fluoro-4-{[6-(4-fluoro-phenyl)-4-(1-trifluoromethyl-cyclopropylamino)-pyrido[3,2-d]pyrimidin-2-ylamino]-methyl}-benzenesulfonamide; 2-Chloro-4-{1-[6-(4-fluoro-phenyl)-4-(1-trifluoromethyl-cyclopropylamino)-pyrido[3,2-d]py... Reaction SMILES: [F:1][C:2]1[CH:7]=[CH:6][C:5]([C:8]2[CH:9]=[CH:10][C:11]3[N:12]=[C:13]([NH:26][CH2:27][C:28]4[CH:33]=[CH:32][C:31]([S:34]([NH2:37])(=[O:36])=[O:35])=[CH:30][C:29]=4[C:38](F)(F)F)[N:14]=[C:15]([NH:18][C:19]4([C:22]([F:25])([F:24])[F:23])[CH2:21][CH2:20]4)[C:16]=3[N:17]=2)=[CH:4][CH:3]=1.ClC1C=C(CNC2N=C(NC3(C(F)(F)F)CC3)C3N=C(C4C=CC(F)=CC=4)C=CC=3N=2)C=CC=1S(N)(=O)=O.FC1C=C(CNC2N=C(NC3(C(F)(F)F)CC3)C3N=C(C4C=CC(F)=CC=4)C=CC=3N=2)C=CC=1S(N)(=O)=O.ClC1C=C(C(NC2N=C(NC3(C(F)(F)F)CC3)C3N=C(C4C=CC(F)=CC=4)C=CC=3N=2)C)C=CC=1S(N)(=O)=O.FC1C=C(CCNC2N=C(NC3(C(F)(F)F)CC3)C3N=C(C4C=CC(F)=CC=4)C=CC=3N=2)C=CC=1S(N)(=O)=O.ClC1C=CC(CNC2N=C(NC3(C(F)(F)F)CC3)C3N=C(C4C=CC(F)=CC=4)C=CC=3N=2)=CC=1S(N)(=O)=O.FC1C=C(S(N)(=O)=O)C=C(CNC2N=C(NC3(C(F)(F)F)CC3)C3N=C(C4C=CC(F)=CC=4)C=CC=3N=2)C=1.FC1C=CC(C2C=CC3N=C(NCC4C=CC(S(N)(=O)=O)=C(C(F)(F)F)C=4)N=C(NC4(C(F)(F)F)CC4)C=3N=2)=CC=1.FC1C=CC(C2C=CC3N=C(NCCC4C=CC(S(N)(=O)=O)=C(C(F)(F)F)C=4)N=C(NC4(C(F)(F)F)CC4)C=3N=2)=CC=1.FC1C=CC(CNC2N=C(NC3(C(F)(F)F)CC3)C3N=C(C4C=CC(F)=CC=4)C=CC=3N=2)=CC=1NS(C)(=O)=O.FC1C=CC(C2C=CC3N=C(NCC4C=CC(C(F)(F)F)=C(NS(C)(=O)=O)C=4)N=C(NC4(C(F)(F)F)CC4)C=3N=2)=CC=1.ClC1C=CC(CNC2N=C(NC3(C(F)(F)F)CC3)C3N=C(C4C=CC(F)=CC=4)C=CC=3N=2)=CC=1NS(C)(=O)=O.ClC1C=C(NS(C)(=O)=O)C=C(CNC2N=C(NC3(C(F)(F)F)CC3)C3N=C(C4C=CC(F)=CC=4)C=CC=3N=2)C=1.FC1C=CC(C2C=CC3N=C(NCC4C=C(NS(C)(=O)=O)C=C(C(F)(F)F)C=4)N=C(NC4(C(F)(F)F)CC4)C=3N=2)=CC=1>>[F:1][C:2]1[CH:3]=[CH:4][C:5]([C:8]2[CH:9]=[CH:10][C:11]3[N:12]=[C:13]([NH:26][CH2:27][C:28]4[CH:33]=[CH:32][C:31]([S:34]([NH2:37])(=[O:36])=[O:35])=[CH:30][C:29]=4[CH3:38])[N:14]=[C:15]([NH:18][C:19]4([C:22]([F:23])([F:25])[F:24])[CH2:21][CH2:20]4)[C:16]=3[N:17]=2)=[CH:6][CH:7]=1. Product: FC1=CC=C(C=C1)C=1C=CC=2N=C(N=C(C2N1)NC1(CC1)C(F)(F)F)NCC1=C(C=C(C=C1)S(=O)(=O)N)C (4-{[6-(4-Fluoro-phenyl)-4-(1-trifluoromethyl-cyclopropylamino)-pyrido[3,2-d]pyrimidin-2-ylamino]-methyl}-3-methyl-benzenesulfonamide). Reactants: FC1=CC=C(C=C1)C=1C=CC=2N=C(N=C(C2N1)NC1(CC1)C(F)(F)F)NCC=1C=C(C=C(C1)C(F)(F)F)NS(=O)(=O)C (N-(3-{[6-(4-Fluoro-phenyl)-4-(1-trifluoromethyl-cyclopropylamino)-pyrido[3,2-d]pyrimidin-2-ylamino]-methyl}-5-trifluoromethyl-phenyl)-methanesulfonamide), FC1=CC=C(C=C1)C=1C=CC=2N=C(N=C(C2N1)NC1(CC1)C(F)(F)F)NCC1=C(C=C(C=C1)S(=O)(=O)N)C(F)(F)F (4-{[6-(4-Fluoro-phenyl)-4-(1-trifluoromethyl-cyclopropylamino)-pyrido[3,2-d]pyrimidin-2-ylamino]-methyl}-3-trifluoromethyl-benzenesulfonamide), FC1=C(C=C(C=C1)CNC=1N=C(C2=C(N1)C=CC(=N2)C2=CC=C(C=C2)F)NC2(CC2)C(F)(F)F)NS(=O)(=O)C (N-(2-Fluoro-5-{[6-(4-fluoro-phenyl)-4-(1-trifluoromethyl-cyclopropylamino)-pyrido[3,2-d]pyrimidin-2-ylamino]-methyl}-phenyl)-methanesulfonamide), ClC1=C(C=CC(=C1)C(C)NC=1N=C(C2=C(N1)C=CC(=N2)C2=CC=C(C=C2)F)NC2(CC2)C(F)(F)F)S(=O)(=O)N (2-Chloro-4-{1-[6-(4-fluoro-phenyl)-4-(1-trifluoromethyl-cyclopropylamino)-pyrido[3,2-d]pyrimidin-2-ylamino]-ethyl}-benzenesulfonamide), ClC1=C(C=C(C=C1)CNC=1N=C(C2=C(N1)C=CC(=N2)C2=CC=C(C=C2)F)NC2(CC2)C(F)(F)F)NS(=O)(=O)C (N-(2-Chloro-5-{[6-(4-fluoro-phenyl)-4-(1-trifluoromethyl-cyclopropylamino)-pyrido[3,2-d]pyrimidin-2-ylamino]-methyl}-phenyl)-methanesulfonamide), FC1=C(C=CC(=C1)CCNC=1N=C(C2=C(N1)C=CC(=N2)C2=CC=C(C=C2)F)NC2(CC2)C(F)(F)F)S(=O)(=O)N (2-Fluoro-4-{[6-(4-fluoro-phenyl)-4-(1-trifluoromethyl-cyclopropylamino)-pyrido[3,2-d]pyrimidin-2-ylamino]-ethyl}-benzenesulfonamide), ClC=1C=C(C=C(C1)CNC=1N=C(C2=C(N1)C=CC(=N2)C2=CC=C(C=C2)F)NC2(CC2)C(F)(F)F)NS(=O)(=O)C (N-(3-Chloro-5-{[6-(4-fluoro-phenyl)-4-(1-trifluoromethyl-cyclopropylamino)-pyrido[3,2-d]pyrimidin-2-ylamino]-methyl}-phenyl)-methanesulfonamide), FC1=CC=C(C=C1)C=1C=CC=2N=C(N=C(C2N1)NC1(CC1)C(F)(F)F)NCC1=CC(=C(C=C1)S(=O)(=O)N)C(F)(F)F (4-{[6-(4-Fluoro-phenyl)-4-(1-trifluoromethyl-cyclopropylamino)-pyrido[3,2-d]pyrimidin-2-ylamino]-methyl}-2-trifluoromethyl-benzenesulfonamide), FC1=CC=C(C=C1)C=1C=CC=2N=C(N=C(C2N1)NC1(CC1)C(F)(F)F)NCC=1C=CC(=C(C1)NS(=O)(=O)C)C(F)(F)F (N-(5-{[6-(4-Fluoro-phenyl)-4-(1-trifluoromethyl-cyclopropylamino)-pyrido[3,2-d]pyrimidin-2-ylamino]-methyl}-2-trifluoromethyl-phenyl)-methanesulfonamide), FC1=CC=C(C=C1)C=1C=CC=2N=C(N=C(C2N1)NC1(CC1)C(F)(F)F)NCCC1=CC(=C(C=C1)S(=O)(=O)N)C(F)(F)F (4-{[6-(4-Fluoro-phenyl)-4-(1-trifluoromethyl-cyclopropylamino)-pyrido[3,2-d]pyrimidin-2-ylamino]-ethyl}-2-trifluoromethyl-benzenesulfonamide), FC=1C=C(C=C(C1)CNC=1N=C(C2=C(N1)C=CC(=N2)C2=CC=C(C=C2)F)NC2(CC2)C(F)(F)F)S(=O)(=O)N (3-Fluoro-5-{[6-(4-fluoro-phenyl)-4-(1-trifluoromethyl-cyclopropylamino)-pyrido[3,2-d]pyrimidin-2-ylamino]-methyl}-benzenesulfonamide), ClC1=C(C=CC(=C1)CNC=1N=C(C2=C(N1)C=CC(=N2)C2=CC=C(C=C2)F)NC2(CC2)C(F)(F)F)S(=O)(=O)N (2-Chloro-4-{[6-(4-fluoro-phenyl)-4-(1-trifluoromethyl-cyclopropylamino)-pyrido[3,2-d]pyrimidin-2-ylamino]-methyl}-benzenesulfonamide), FC1=C(C=CC(=C1)CNC=1N=C(C2=C(N1)C=CC(=N2)C2=CC=C(C=C2)F)NC2(CC2)C(F)(F)F)S(=O)(=O)N (2-Fluoro-4-{[6-(4-fluoro-phenyl)-4-(1-trifluoromethyl-cyclopropylamino)-pyrido[3,2-d]pyrimidin-2-ylamino]-methyl}-benzenesulfonamide), ClC1=C(C=C(C=C1)CNC=1N=C(C2=C(N1)C=CC(=N2)C2=CC=C(C=C2)F)NC2(CC2)C(F)(F)F)S(=O)(=O)N (2-Chloro-5-{[6-(4-fluoro-phenyl)-4-(1-trifluoromethyl-cyclopropylamino)-pyrido[3,2-d]pyrimidin-2-ylamino]-methyl}-benzenesulfonamide). The reactants are O=C([O-])[O-], CC(C)(C)OC(=O)n1[nH]c(=O)c2ccc(OCc3ccccc3)cc21, CCOC(C)=O, O=C(O)C(F)(F)Cl, [K+], [K+], [Na], CN(C)C=O, O. Yields the product CC(C)(C)OC(=O)n1nc(OC(F)F)c2ccc(OCc3ccccc3)cc21. Reaction SMILES: [C:26](=[O:27])([O-:28])[O-:29].[CH2:1]([c:2]1[cH:3][cH:4][cH:5][cH:6][cH:7]1)[O:8][c:9]1[cH:10][cH:11][c:12]2[c:13](=[O:25])[nH:14][n:15]([C:18](=[O:19])[O:20][C:21]([CH3:22])([CH3:23])[CH3:24])[c:16]2[cH:17]1.[CH3:46][CH2:47][O:48][C:49](=[O:50])[CH3:51].[Cl:32][C:33]([C:34]([OH:35])=[O:36])([F:37])[F:38].[K+:30].[K+:31].[Na:39].[O:41]=[CH:42][N:43]([CH3:44])[CH3:45].[OH2:40]>>[CH2:1]([c:2]1[cH:3][cH:4][cH:5][cH:6][cH:7]1)[O:8][c:9]1[cH:10][cH:11][c:12]2[c:13]([O:25][CH:33]([F:37])[F:38])[n:14][n:15]([C:18](=[O:19])[O:20][C:21]([CH3:22])([CH3:23])[CH3:24])[c:16]2[cH:17]1. The reactants are C1(=CC=CC=C1)CCO (2-Phenylethanol), C(C1=CC=CC=C1)(=O)NC1CCNCC1 (4-benzamidopiperidine). The reagents and catalysts are [Ni] (Raney Nickel). Solvent: C=1(C(=CC=CC1)C)C (xylene). The product is C(C1=CC=CC=C1)(=O)NC1CCN(CC1)CCC1=CC=CC=C1 (4-Benzamido-1-phenethylpiperidine). Reaction SMILES: [C:1]1([CH2:7][CH2:8]O)[CH:6]=[CH:5][CH:4]=[CH:3][CH:2]=1.[C:10]([NH:18][CH:19]1[CH2:24][CH2:23][NH:22][CH2:21][CH2:20]1)(=[O:17])[C:11]1[CH:16]=[CH:15][CH:14]=[CH:13][CH:12]=1>[Ni].C1(C)C(C)=CC=CC=1>[C:10]([NH:18][CH:19]1[CH2:24][CH2:23][N:22]([CH2:8][CH2:7][C:1]2[CH:2]=[CH:3][CH:4]=[CH:5][CH:6]=2)[CH2:21][CH2:20]1)(=[O:17])[C:11]1[CH:12]=[CH:13][CH:14]=[CH:15][CH:16]=1. Procedure: 2-Phenylethanol (0.61 g., 0.005 mole), 4-benzamidopiperidine (1.02 g., 0.005 mole) and Raney Nickel (W7, ca. 2 g.) were stirred in xylene (50 ml.) and the mixture boiled under reflux for 16 hours. Liberated water was removed by means of a Dean and Stark apparatus. Filtration of the hot mixture provided a yellow solution which was stored at room temperature until crystallisation was complete. The title compound was obtained as cream needles (0.85 g.), m.p. 164°-7° C. As a reaction SMILES: [NH2:1][S:2]([N:5]1[CH2:11][CH2:10][CH2:9][N:8]([C:12]([O:14][C:15]([CH3:18])([CH3:17])[CH3:16])=[O:13])[CH2:7][CH2:6]1)(=[O:4])=[O:3].C1(P(C2CCCCC2)C2C=CC=CC=2C2C(C(C)C)=CC(C(C)C)=CC=2C(C)C)CCCCC1.C(=O)([O-])[O-].[Cs+].[Cs+].Cl[C:60]1[CH:65]=[C:64]([O:66][CH3:67])[N:63]=[C:62]([S:68][CH2:69][C:70]2[CH:75]=[CH:74][CH:73]=[C:72]([F:76])[C:71]=2[F:77])[N:61]=1.[Cl-].[NH4+]>O1CCOCC1.C1C=CC(/C=C/C(/C=C/C2C=CC=CC=2)=O)=CC=1.C1C=CC(/C=C/C(/C=C/C2C=CC=CC=2)=O)=CC=1.C1C=CC(/C=C/C(/C=C/C2C=CC=CC=2)=O)=CC=1.[Pd].[Pd]>[F:77][C:71]1[C:72]([F:76])=[CH:73][CH:74]=[CH:75][C:70]=1[CH2:69][S:68][C:62]1[N:61]=[C:60]([NH:1][S:2]([N:5]2[CH2:11][CH2:10][CH2:9][N:8]([C:12]([O:14][C:15]([CH3:18])([CH3:17])[CH3:16])=[O:13])[CH2:7][CH2:6]2)(=[O:3])=[O:4])[CH:65]=[C:64]([O:66][CH3:67])[N:63]=1 |f:2.3.4,6.7,9.10.11.12.13|. Reaction conditions: temperature 100 celsius. Run in O1CCOCC1 (dioxane). The reactants are NS(=O)(=O)N1CCN(CCC1)C(=O)OC(C)(C)C (tert-Butyl 4-(aminosulfonyl)-1,4-diazepane-1-carboxylate), product, C1(CCCCC1)P(C1=C(C=CC=C1)C1=C(C=C(C=C1C(C)C)C(C)C)C(C)C)C1CCCCC1 (2-dicyclohexylphosphino-2′,4′,6′-tri-isopropyl-1,1′-biphenyl), C([O-])([O-])=O.[Cs+].[Cs+] (cesium carbonate), ClC1=NC(=NC(=C1)OC)SCC1=C(C(=CC=C1)F)F (4-chloro-2-[[(2,3-difluorophenyl)methyl]thio]-6-methoxypyrimidine), ClC1=NC(=NC(=C1)OC)SCC1=C(C(=CC=C1)F)F (4-Chloro-2-[[(2,3-difluorophenyl)methyl]thio]-6-methoxypyrimidine), [Cl-].[NH4+] (ammonium chloride). Yields the product FC1=C(CSC2=NC(=CC(=N2)NS(=O)(=O)N2CCN(CCC2)C(=O)OC(C)(C)C)OC)C=CC=C1F (tert-Butyl 4-[({2-[(2,3-difluorobenzyl)thio]-6-methoxypyrimidin-4-yl}amino)sulfonyl]-1,4-diazepane-1-carboxylate). Procedure: A mixture of tert-Butyl 4-(aminosulfonyl)-1,4-diazepane-1-carboxylate (the product of example 75, 0.277 g), tris(dibenzylideneacetone)-dipalladium (0) (45 mg), 2-dicyclohexylphosphino-2′,4′,6′-tri-isopropyl-1,1′-biphenyl (XPHOS) (24 mg), cesium carbonate (0.242 g) and 4-chloro-2-[[(2,3-difluorophenyl)methyl]thio]-6-methoxypyrimidine (the product of example 35 step i, 0.15 g) in anhydrous dioxane (6 ml) was heated at reflux in a microwave at 100° C., 300 W, open vessel with cooling for 15 min. Sa... Reagents/catalysts: C=1C=CC(=CC1)/C=C/C(=O)/C=C/C2=CC=CC=C2.C=1C=CC(=CC1)/C=C/C(=O)/C=C/C2=CC=CC=C2.C=1C=CC(=CC1)/C=C/C(=O)/C=C/C2=CC=CC=C2.[Pd].[Pd] (tris(dibenzylideneacetone)-dipalladium (0)).